Dataset: the Open Reaction Database (ORD), a public repository of structured organic reaction records. Task: describe an organic reaction: reactants, conditions, products, and yield The reactants are CCCCCCC, ClP(Cl)Cl, O=C(NC(O)C(F)(F)F)c1ccc(Cl)cc1, O=P(Cl)(Cl)Cl. Product: O=C(NC(Cl)C(F)(F)F)c1ccc(Cl)cc1. Reaction SMILES: [CH3:26][CH2:27][CH2:28][CH2:29][CH2:30][CH2:31][CH3:32].[Cl:17][P:18]([Cl:19])[Cl:20].[OH:1][CH:2]([C:3]([F:4])([F:5])[F:6])[NH:7][C:8]([c:9]1[cH:10][cH:11][c:12]([Cl:15])[cH:13][cH:14]1)=[O:16].[P:21]([Cl:22])([Cl:23])([Cl:24])=[O:25]>>[CH:2]([C:3]([F:4])([F:5])[F:6])([NH:7][C:8]([c:9]1[cH:10][cH:11][c:12]([Cl:15])[cH:13][cH:14]1)=[O:16])[Cl:17].